Dataset: the Open Reaction Database (ORD), a public repository of structured organic reaction records. Task: describe an organic reaction: reactants, conditions, products, and yield Starting materials: FC1=CC(=C(C=C1)NC=1C2=C(N=CN1)SC(=C2C)C(=O)O)O[C@H]2COCCC2 (4-{4-fluoro-2-[(R)-(tetrahydro-pyran-3-yl)oxy]-phenylamino}-5-methyl-thieno[2,3-d]pyrimidine-6-carboxylic acid), CN1CCC(CC1)N (1-methyl-piperidin-4-ylamine). Product: CN1CCC(CC1)NC(=O)C1=C(C2=C(N=CN=C2NC2=C(C=C(C=C2)F)O[C@H]2COCCC2)S1)C (4-{4-Fluoro-2-[(R)-(tetrahydro-pyran-3-yl)oxy]-phenylamino}-5-methyl-thieno[2,3-d]pyrimidine-6-carboxylic acid (1-methyl-piperidin-4-yl)-amide). RXN SMILES: [F:1][C:2]1[CH:7]=[CH:6][C:5]([NH:8][C:9]2[C:10]3[C:17]([CH3:18])=[C:16]([C:19](O)=[O:20])[S:15][C:11]=3[N:12]=[CH:13][N:14]=2)=[C:4]([O:22][C@@H:23]2[CH2:28][CH2:27][CH2:26][O:25][CH2:24]2)[CH:3]=1.[CH3:29][N:30]1[CH2:35][CH2:34][CH:33]([NH2:36])[CH2:32][CH2:31]1>>[CH3:29][N:30]1[CH2:35][CH2:34][CH:33]([NH:36][C:19]([C:16]2[S:15][C:11]3[N:12]=[CH:13][N:14]=[C:9]([NH:8][C:5]4[CH:6]=[CH:7][C:2]([F:1])=[CH:3][C:4]=4[O:22][C@@H:23]4[CH2:28][CH2:27][CH2:26][O:25][CH2:24]4)[C:10]=3[C:17]=2[CH3:18])=[O:20])[CH2:32][CH2:31]1. Procedure details: Prepared analogously to example 10.4 from 4-{4-fluoro-2-[(R)-(tetrahydro-pyran-3-yl)oxy]-phenylamino}-5-methyl-thieno[2,3-d]pyrimidine-6-carboxylic acid and 1-methyl-piperidin-4-ylamine. Reactants: CC1=NOC=2N=C(C=C(C21)O)C2=CC=CC=C2 (3-methyl-6-phenylisoxazolo[5,4-b]pyridin-4-ol), P(=O)(Cl)(Cl)Cl (phosphorous oxychloride). Product: ClC1=C2C(=NC(=C1)C1=CC=CC=C1)ON=C2C (4-Chloro-3-methyl-6-phenylisoxazolo[5,4-b]pyridine). As a reaction SMILES: [CH3:1][C:2]1[C:10]2[C:9](O)=[CH:8][C:7]([C:12]3[CH:17]=[CH:16][CH:15]=[CH:14][CH:13]=3)=[N:6][C:5]=2[O:4][N:3]=1.P(Cl)(Cl)([Cl:20])=O>>[Cl:20][C:9]1[CH:8]=[C:7]([C:12]2[CH:17]=[CH:16][CH:15]=[CH:14][CH:13]=2)[N:6]=[C:5]2[O:4][N:3]=[C:2]([CH3:1])[C:10]=12. Reported procedure: 6.8 g. of 3-methyl-6-phenylisoxazolo[5,4-b]pyridin-4-ol (0.03 mol.) are refluxed in 60 ml. of phosphorous oxychloride for 3 hours. the excess phosphorous oxychloride is removed in vacuo and the oily residue is treated with ice water. The compound becomes solid. The compound is extracted with chloroform, washed with an aqueous sodium carbonate solution (10%) and again with water. Evaporation of the dried (Na2SO4) and charcoal treated chloroform extract provides 6.3 g. (86%) of 4-chloro-3-methyl-6... As a reaction SMILES: [CH2:1]([O:3][C:4]1[CH:5]=[C:6]([C:13]2[S:14][CH:15]=[C:16]([C:18]3[CH:23]=[C:22]([CH2:24][NH:25][CH3:26])[C:21]([O:27]C)=[C:20]([C:29]([O:31]C)=[O:30])[C:19]=3OC)[N:17]=2)[CH:7]=[CH:8][C:9]=1[O:10][CH2:11][CH3:12])[CH3:2].Cl.[OH-].[Na+]>CO>[CH2:1]([O:3][C:4]1[CH:5]=[C:6]([C:13]2[S:14][CH:15]=[C:16]([C:18]3[CH:23]=[C:22]([CH2:24][NH:25][CH3:26])[C:21]([OH:27])=[C:20]([C:29]([OH:31])=[O:30])[CH:19]=3)[N:17]=2)[CH:7]=[CH:8][C:9]=1[O:10][CH2:11][CH3:12])[CH3:2] |f:2.3|. Procedure details: In 20 ml of methanol was dissolved 150 mg of 2-(3,4-diethoxyphenyl)-4-(3-methoxycarbonyl-4-methoxy-methoxy-5-methylaminomethylphenyl)thiazole. Thereto was added 0.2 ml of 10% hydrochloric acid. The mixture was stirred at 60° C. for 30 minutes. 2 ml of 10% sodium hydroxide was added, and the mixture was refluxed for 1 hour with heating. The reaction mixture was made neutral with 10% hydrochloric acid and the solvent was removed by distillation. The residue was mixed with ethanol. The insoluble wa... The product is C(C)OC=1C=C(C=CC1OCC)C=1SC=C(N1)C1=CC(=C(C(=C1)CNC)O)C(=O)O (3,4-diethoxyphenyl-4-(3-carboxy-4-hydroxy-5-methylaminomethylphenyl)thiazole). The solvent is CO (methanol). Conditions: temperature 60 celsius, time 30 minute. Reactants: Cl (hydrochloric acid), Cl (hydrochloric acid), [OH-].[Na+] (sodium hydroxide), C(C)OC=1C=C(C=CC1OCC)C=1SC=C(N1)C1=C(C(=C(C(=C1)CNC)OC)C(=O)OC)OC (2-(3,4-diethoxyphenyl)-4-(3-methoxycarbonyl-4-methoxy-methoxy-5-methylaminomethylphenyl)thiazole). Reactants: O=C([O-])[O-], CN(C)C=O, COc1cccc2c1nc(COc1ccc(Cl)cc1)n2CCCC1CCNCC1, O=C(O)C(F)(F)F, [K+], [K+], BrCCCc1ccccc1. The product is COc1cccc2c1nc(COc1ccc(Cl)cc1)n2CCCC1CCN(CCCc2ccccc2)CC1. RXN SMILES: [C:37](=[O:38])([O-:39])[O-:40].[CH3:53][N:54]([CH3:55])[CH:56]=[O:57].[CH3:8][O:9][c:10]1[cH:11][cH:12][cH:13][c:14]2[n:15]([CH2:28][CH2:29][CH2:30][CH:31]3[CH2:32][CH2:33][NH:34][CH2:35][CH2:36]3)[c:16]([CH2:19][O:20][c:21]3[cH:22][cH:23][c:24]([Cl:27])[cH:25][cH:26]3)[n:17][c:18]12.[F:1][C:2]([F:3])([F:4])[C:5]([OH:6])=[O:7].[K+:41].[K+:42].[c:43]1([CH2:49][CH2:50][CH2:51][Br:52])[cH:44][cH:45][cH:46][cH:47][cH:48]1>>[CH3:8][O:9][c:10]1[cH:11][cH:12][cH:13][c:14]2[n:15]([CH2:28][CH2:29][CH2:30][CH:31]3[CH2:32][CH2:33][N:34]([CH2:51][CH2:50][CH2:49][c:43]4[cH:44][cH:45][cH:46][cH:47][cH:48]4)[CH2:35][CH2:36]3)[c:16]([CH2:19][O:20][c:21]3[cH:22][cH:23][c:24]([Cl:27])[cH:25][cH:26]3)[n:17][c:18]12. Reactants: C(CCC)N1C=NC=C1 (1-Butylimidazole), C(C)OP(OCC)[O-] (diethylphosphite). Yields the product C(C)OP([O-])[O-].C(CCC)[N+]1=CN(C=C1)CC.C(CCC)[N+]1=CN(C=C1)CC (1-butyl-3-ethylimidazolium ethyl phosphite). Procedure: 1-Butylimidazole (60 g) and diethylphosphite (67 g) were added into a 500 mL two-necked flask with a reflux condenser, and mixed at 120° C. for 12 hours. After the reaction was completed, the products were washed with ethylacetate or diethylether several times to remove unreacted 1-butylimidazole and diethylphosphite, followed by vacuum drying at 60° C., thereby providing the title ionic liquid (yield 93%). RXN SMILES: [CH2:1]([N:5]1[CH:9]=[CH:8][N:7]=[CH:6]1)[CH2:2][CH2:3][CH3:4].[CH2:10]([O:12][P:13]([O-:17])[O:14][CH2:15][CH3:16])[CH3:11]>>[CH2:10]([O:12][P:13]([O-:17])[O-:14])[CH3:11].[CH2:1]([N+:5]1[CH:9]=[CH:8][N:7]([CH2:15][CH3:16])[CH:6]=1)[CH2:2][CH2:3][CH3:4].[CH2:1]([N+:5]1[CH:9]=[CH:8][N:7]([CH2:10][CH3:11])[CH:6]=1)[CH2:2][CH2:3][CH3:4] |f:2.3.4|. The yield is 93.0%.